Dataset: the Open Reaction Database (ORD), a public repository of structured organic reaction records. Task: describe an organic reaction: reactants, conditions, products, and yield The reactants are O=C(Nc1ccccc1)C1CCCN(C(=O)OCc2ccccc2)C1, CO, [H][H]. The product is O=C(Nc1ccccc1)C1CCCNC1. As a reaction SMILES: [CH2:1]([O:2][C:3](=[O:4])[N:11]1[CH2:12][CH:13]([C:17]([NH:18][c:19]2[cH:20][cH:21][cH:22][cH:23][cH:24]2)=[O:25])[CH2:14][CH2:15][CH2:16]1)[c:5]1[cH:6][cH:7][cH:8][cH:9][cH:10]1.[CH3:28][OH:29].[H:26][H:27]>>[NH:11]1[CH2:12][CH:13]([C:17]([NH:18][c:19]2[cH:20][cH:21][cH:22][cH:23][cH:24]2)=[O:25])[CH2:14][CH2:15][CH2:16]1. The reactants are C(C)S(=O)(=O)N1CCC(CC1)C1=CNC2=C(C=C(C=C12)C=1SC(=CC1)CO)C(=O)N (3-[1-(ethylsulfonyl)-4-piperidinyl]-5-[5-(hydroxymethyl)-2-thienyl]-1H-indole-7-carboxamide). Reagents/catalysts: O=[Mn]=O (MnO2). Run in C1CCOC1 (THF). Reaction conditions: time 3 hour. Yields the product C(C)S(=O)(=O)N1CCC(CC1)C1=CNC2=C(C=C(C=C12)C=1SC(=CC1)C=O)C(=O)N (3-[1-(ethylsulfonyl)-4-piperidinyl]-5-(5-formyl-2-thienyl)-1H-indole-7-carboxamide). The yield is 48.8%. As a reaction SMILES: [CH2:1]([S:3]([N:6]1[CH2:11][CH2:10][CH:9]([C:12]2[C:20]3[C:15](=[C:16]([C:28]([NH2:30])=[O:29])[CH:17]=[C:18]([C:21]4[S:22][C:23]([CH2:26][OH:27])=[CH:24][CH:25]=4)[CH:19]=3)[NH:14][CH:13]=2)[CH2:8][CH2:7]1)(=[O:5])=[O:4])[CH3:2]>C1COCC1.O=[Mn]=O>[CH2:1]([S:3]([N:6]1[CH2:7][CH2:8][CH:9]([C:12]2[C:20]3[C:15](=[C:16]([C:28]([NH2:30])=[O:29])[CH:17]=[C:18]([C:21]4[S:22][C:23]([CH:26]=[O:27])=[CH:24][CH:25]=4)[CH:19]=3)[NH:14][CH:13]=2)[CH2:10][CH2:11]1)(=[O:4])=[O:5])[CH3:2]. Procedure: To a solution of 3-[1-(ethylsulfonyl)-4-piperidinyl]-5-[5-(hydroxymethyl)-2-thienyl]-1H-indole-7-carboxamide (200 mg, 0.46 mmol) in THF (5.0 mL) was added MnO2 (1.21 g, 13.9 mmol). The mixture was stirred at room temperature for 3 h. Filtration of reaction mixture thru celite afforded 100 mg of the title compound (48.8%) Starting materials: COC(=O)c1ccc(C(=O)NCc2cccc(O)c2)cc1C, CO, [Li+], C1CCOC1, [OH-], O, O, O=P(c1ccccc1)(c1ccccc1)c1ccccc1. Yields the product Cc1cc(C(=O)NCc2cccc(O)c2)ccc1C(=O)O. Reaction SMILES: [CH3:1][O:2][C:3]([c:4]1[c:5]([CH3:21])[cH:6][c:7]([C:10](=[O:11])[NH:12][CH2:13][c:14]2[cH:15][c:16]([OH:20])[cH:17][cH:18][cH:19]2)[cH:8][cH:9]1)=[O:22].[CH3:46][OH:47].[Li+:45].[O:48]1[CH2:49][CH2:50][CH2:51][CH2:52]1.[OH-:44].[OH2:43].[OH2:53].[c:23]1([P:24](=[O:25])([c:26]2[cH:27][cH:28][cH:29][cH:30][cH:31]2)[c:32]2[cH:33][cH:34][cH:35][cH:36][cH:37]2)[cH:38][cH:39][cH:40][cH:41][cH:42]1>>[O:2]=[C:3]([c:4]1[c:5]([CH3:21])[cH:6][c:7]([C:10](=[O:11])[NH:12][CH2:13][c:14]2[cH:15][c:16]([OH:20])[cH:17][cH:18][cH:19]2)[cH:8][cH:9]1)[OH:22]. The reactants are Cl.Cl.ClC=1C=C(C=CC1)N1C(N(C2=C(C=NC=3C(=CC=CC23)OC)C1=O)C1CCNCC1)=O (3-(3-chloro-phenyl)-7-methoxy-1-piperidin-4-yl-1H-pyrimido[5,4-c]quinoline-2,4-dione.dihydrochloride), C(C)(C)N=C=O (isopropyl isocyanate). Yields the product C(C)(C)NC(=O)N1CCC(CC1)N1C(N(C(C=2C=NC=3C(=CC=CC3C21)OC)=O)C2=CC(=CC=C2)Cl)=O (4-[3-(3-Chloro-phenyl)-7-methoxy-2,4-dioxo-3,4-dihydro-2H-pyrimido[5,4-c]quinolin-1-yl]-piperidine-1-carboxylic acid isopropylamide). RXN SMILES: Cl.Cl.[Cl:3][C:4]1[CH:5]=[C:6]([N:10]2[C:25](=[O:26])[C:14]3[CH:15]=[N:16][C:17]4[C:18]([O:23][CH3:24])=[CH:19][CH:20]=[CH:21][C:22]=4[C:13]=3[N:12]([CH:27]3[CH2:32][CH2:31][NH:30][CH2:29][CH2:28]3)[C:11]2=[O:33])[CH:7]=[CH:8][CH:9]=1.[CH:34]([N:37]=[C:38]=[O:39])([CH3:36])[CH3:35]>>[CH:34]([NH:37][C:38]([N:30]1[CH2:31][CH2:32][CH:27]([N:12]2[C:13]3[C:22]4[CH:21]=[CH:20][CH:19]=[C:18]([O:23][CH3:24])[C:17]=4[N:16]=[CH:15][C:14]=3[C:25](=[O:26])[N:10]([C:6]3[CH:7]=[CH:8][CH:9]=[C:4]([Cl:3])[CH:5]=3)[C:11]2=[O:33])[CH2:28][CH2:29]1)=[O:39])([CH3:36])[CH3:35] |f:0.1.2|. Procedure: 4-[3-(3-Chloro-phenyl)-7-methoxy-2,4-dioxo-3,4-dihydro-2H-pyrimido[5,4-c]quinolin-1-yl]-piperidine-1-carboxylic acid isopropylamide (39 mg) was prepared according to general procedure H from 3-(3-chloro-phenyl)-7-methoxy-1-piperidin-4-yl-1H-pyrimido[5,4-c]quinoline-2,4-dione.dihydrochloride (50 mg, 0.10 mmol) and isopropyl isocyanate. LCMS: m/z 508 [M+1]+. Starting materials: C1CCOC1 (THF), O1CCOCC1 (1,4-dioxane), C1(=CC=CC=C1)[Mg]Br (phenylmagnesium bromide), C1(=CC=CC=C1)[Mg]C1=CC=CC=C1 (diphenylmagnesium). Yields the product CC1=CC=C([C@@H](C2=CC=CC=C2)O)C=C1 ((R)-4-methylbenzhydrol). As a reaction SMILES: [CH2:1]1[CH2:5][O:4][CH2:3][CH2:2]1.[C:6]1([Mg]Br)[CH:11]=[CH:10][CH:9]=[CH:8][CH:7]=1.[C:14]1([Mg]C2C=CC=CC=2)[CH:19]=CC=C[CH:15]=1.O1CCOC[CH2:28]1>>[CH3:28][C:6]1[CH:11]=[CH:10][C:9]([C@H:5]([OH:4])[C:1]2[CH:19]=[CH:14][CH:15]=[CH:3][CH:2]=2)=[CH:8][CH:7]=1. Procedure details: An operation was carried out in the same manner as in Example 1, except that 0.40 mL (0.40 mmol) of an anhydrous THF solution (1.0 mol/L) of phenylmagnesium bromide was used instead of the anhydrous 1,4-dioxane solution of diphenylmagnesium. Thus, (R)-4-methylbenzhydrol was obtained. The conversion rate of the raw material was 98%, while the enantiomeric excess was 39% ee. Reactants: ClC=1C(=C(C=CC1)[C@H]1[C@@H](N[C@H]([C@]1(C#N)C1=C(C=C(C=C1)Cl)F)CC(C)(C)C)C(=O)NC1=C(C=C(C(=O)O)C=C1)OC)F (4-((2R,3S,4R,5S)-3-(3-chloro-2-fluorophenyl)-4-(4-chloro-2-fluorophenyl)-4-cyano-5-neopentylpyrrolidine-2-carboxamido)-3-methoxybenzoic acid), CNC (dimethylamine). The product is CN(C(=O)C1=CC(=C(C=C1)NC(=O)[C@@H]1N[C@H]([C@]([C@H]1C1=C(C(=CC=C1)Cl)F)(C#N)C1=C(C=C(C=C1)Cl)F)CC(C)(C)C)OC)C ((2R,3S,4R,5S)-4-(4-chloro-2-fluoro-phenyl)-3-(3-chloro-2-fluoro-phenyl)-4-cyano-5-(2,2-dimethyl-propyl)-pyrrolidine-2-carboxylic acid (4-dimethylcarbamoyl-2-methoxy-phenyl)-amide). As a reaction SMILES: [Cl:1][C:2]1[C:3]([F:42])=[C:4]([C@@H:8]2[C@:12]([C:15]3[CH:20]=[CH:19][C:18]([Cl:21])=[CH:17][C:16]=3[F:22])([C:13]#[N:14])[C@H:11]([CH2:23][C:24]([CH3:27])([CH3:26])[CH3:25])[NH:10][C@H:9]2[C:28]([NH:30][C:31]2[CH:39]=[CH:38][C:34]([C:35]([OH:37])=O)=[CH:33][C:32]=2[O:40][CH3:41])=[O:29])[CH:5]=[CH:6][CH:7]=1.[CH3:43][NH:44][CH3:45]>>[CH3:43][N:44]([CH3:45])[C:35]([C:34]1[CH:38]=[CH:39][C:31]([NH:30][C:28]([C@H:9]2[C@H:8]([C:4]3[CH:5]=[CH:6][CH:7]=[C:2]([Cl:1])[C:3]=3[F:42])[C@:12]([C:15]3[CH:20]=[CH:19][C:18]([Cl:21])=[CH:17][C:16]=3[F:22])([C:13]#[N:14])[C@H:11]([CH2:23][C:24]([CH3:25])([CH3:27])[CH3:26])[NH:10]2)=[O:29])=[C:32]([O:40][CH3:41])[CH:33]=1)=[O:37]. Procedure details: In a manner similar to the method described in Example 14, 4-((2R,3S,4R,5S)-3-(3-chloro-2-fluorophenyl)-4-(4-chloro-2-fluorophenyl)-4-cyano-5-neopentylpyrrolidine-2-carboxamido)-3-methoxybenzoic acid (prepared as described in US20100152190A1) was reacted with dimethylamine to give (2R,3S,4R,5S)-4-(4-chloro-2-fluoro-phenyl)-3-(3-chloro-2-fluoro-phenyl)-4-cyano-5-(2,2-dimethyl-propyl)-pyrrolidine-2-carboxylic acid (4-dimethylcarbamoyl-2-methoxy-phenyl)-amide. MS (ES+) m/z calcd. for C33H35Cl2F2N4O...